The task is: describe an organic reaction: reactants, conditions, products, and yield. This data is from the Open Reaction Database (ORD), a public repository of structured organic reaction records. The reactants are CCCCCBr, O=S(=O)(NCCCCO)c1ccc(-c2ccccc2)cc1. Yields the product CCCCCN(CCCCO)S(=O)(=O)c1ccc(-c2ccccc2)cc1. Reaction SMILES: [Br:22][CH2:23][CH2:24][CH2:25][CH2:26][CH3:27].[OH:1][CH2:2][CH2:3][CH2:4][CH2:5][NH:6][S:7](=[O:8])(=[O:9])[c:10]1[cH:11][cH:12][c:13](-[c:16]2[cH:17][cH:18][cH:19][cH:20][cH:21]2)[cH:14][cH:15]1>>[OH:1][CH2:2][CH2:3][CH2:4][CH2:5][N:6]([S:7](=[O:8])(=[O:9])[c:10]1[cH:11][cH:12][c:13](-[c:16]2[cH:17][cH:18][cH:19][cH:20][cH:21]2)[cH:14][cH:15]1)[CH2:23][CH2:24][CH2:25][CH2:26][CH3:27].